This data is from the Open Reaction Database (ORD), a public repository of structured organic reaction records. The task is: describe an organic reaction: reactants, conditions, products, and yield Yields the product OC(C(=O)NCC(C)C)(CCC1=C(C(C(=C(C1=O)C)C)=O)C)C (2-hydroxy-N-isobutyl-2-methyl-4-(2,4,5-trimethyl-3,6-dioxocyclohexa-1,4-dienyl)butanamide). Reaction SMILES: [OH:1][C:2]1[C:3]([CH3:22])=[C:4]2[C:9](=[C:10]([CH3:13])[C:11]=1[CH3:12])[O:8][C:7]([CH3:21])([C:14]([NH:16][CH2:17][CH:18]([CH3:20])[CH3:19])=[O:15])[CH2:6][CH2:5]2.[O:23]=[N+]([O-])[O-].[O-][N+](=O)[O-].[O-][N+](=O)[O-].[O-][N+](=O)[O-].[O-][N+](=O)[O-].[O-][N+](=O)[O-].[Ce+4].[NH4+].[NH4+]>>[OH:23][C:7]([CH3:21])([CH2:6][CH2:5][C:4]1[C:9](=[O:8])[C:10]([CH3:13])=[C:11]([CH3:12])[C:2](=[O:1])[C:3]=1[CH3:22])[C:14]([NH:16][CH2:17][CH:18]([CH3:20])[CH3:19])=[O:15] |f:1.2.3.4.5.6.7.8.9|. Procedure: Oxidation as described in protocol B, using 84 mg (0.278 mmol) of 6-hydroxy-N-isobutyl-2,5,7,8-tetramethylchroman-2-carboxamide and 335 mg CAN (0.612 mmol) yielded 78 mg of 2-hydroxy-N-isobutyl-2-methyl-4-(2,4,5-trimethyl-3,6-dioxocyclohexa-1,4-dienyl)butanamide as a yellow-orange oil. Reactants: OC=1C(=C2CCC(OC2=C(C1C)C)(C(=O)NCC(C)C)C)C (6-hydroxy-N-isobutyl-2,5,7,8-tetramethylchroman-2-carboxamide), O=[N+]([O-])[O-].[O-][N+]([O-])=O.[O-][N+]([O-])=O.[O-][N+]([O-])=O.[O-][N+]([O-])=O.[O-][N+]([O-])=O.[Ce+4].[NH4+].[NH4+] (CAN). The yield is 87.3%. The reactants are FC(OC1=CC=C(C=C1)N1C(C2(CC1)CCNCC2)=O)(F)F (2-(4-trifluoromethoxy-phenyl)-2,8-diaza-spiro[4.5]decan-1-one), BrC=1C(=NC=C(C1)C)F (3-bromo-2-fluoro-5-methylpyridine). Yields the product FC1=NC=C(C=C1N1CCC2(CCN(C2=O)C2=CC=C(C=C2)OC(F)(F)F)CC1)C (8-(2-fluoro-5-methylpyridin-3-yl)-2-(4-(trifluoromethoxy)phenyl)-2,8-diazaspiro[4.5]decan-1-one). As a reaction SMILES: [F:1][C:2]([F:22])([F:21])[O:3][C:4]1[CH:9]=[CH:8][C:7]([N:10]2[CH2:14][CH2:13][C:12]3([CH2:19][CH2:18][NH:17][CH2:16][CH2:15]3)[C:11]2=[O:20])=[CH:6][CH:5]=1.Br[C:24]1[C:25]([F:31])=[N:26][CH:27]=[C:28]([CH3:30])[CH:29]=1>>[F:31][C:25]1[C:24]([N:17]2[CH2:16][CH2:15][C:12]3([C:11](=[O:20])[N:10]([C:7]4[CH:8]=[CH:9][C:4]([O:3][C:2]([F:1])([F:21])[F:22])=[CH:5][CH:6]=4)[CH2:14][CH2:13]3)[CH2:19][CH2:18]2)=[CH:29][C:28]([CH3:30])=[CH:27][N:26]=1. Reported procedure: The title compound was prepared in analogy to example 1 step D from a mixture of 2-(4-trifluoromethoxy-phenyl)-2,8-diaza-spiro[4.5]decan-1-one (described in example 1 step C) and 3-bromo-2-fluoro-5-methylpyridine. Light yellow solid. MS (ESI): 424.1 (MH+) The solvent is O1CCOCC1 (dioxane). Reactants: C(C)OC(C1=NC=C(C=N1)N=CN(C)C)OCC (2-Diethoxymethyl-5-(dimethylaminomethyleneamino)pyrimidine), aqueous solution, C([O-])([O-])=O.[K+].[K+] (potassium carbonate), CCOCC (ether). Yields the product C(C)OC(C1=NC=C(C=N1)N)OCC (2-diethoxymethyl-5-aminopyrimidine). As a reaction SMILES: [CH2:1]([O:3][CH:4]([O:16][CH2:17][CH3:18])[C:5]1[N:10]=[CH:9][C:8]([N:11]=CN(C)C)=[CH:7][N:6]=1)[CH3:2].C(=O)([O-])[O-].[K+].[K+].CCOCC>O1CCOCC1>[CH2:17]([O:16][CH:4]([O:3][CH2:1][CH3:2])[C:5]1[N:6]=[CH:7][C:8]([NH2:11])=[CH:9][N:10]=1)[CH3:18] |f:1.2.3|. Procedure: 2-Diethoxymethyl-5-(dimethylaminomethyleneamino)pyrimidine (6.3 g, 25 mmol) and a 5% aqueous solution of potassium carbonate (69 ml) in dioxane (40 ml) were heated at reflux for 6 hours. The reaction mixture was concentrated to a yellow solid which was triturated with ether to 2-diethoxymethyl-5-aminopyrimidine as a cream solid (4.64 g, 92% yield): Isolated yield 94.1%. Starting materials: Cc1c(S(=O)(=O)Cl)sc2nc[nH]c(=O)c12, CN(C)CCCN, CCN(C(C)C)C(C)C, ClCCl, Cl. Product: Cc1c(S(=O)(=O)NCCCN(C)C)sc2nc[nH]c(=O)c12. As a reaction SMILES: [CH3:1][c:2]1[c:3]([S:12](=[O:13])(=[O:14])[Cl:15])[s:4][c:5]2[n:6][cH:7][nH:8][c:9](=[O:11])[c:10]12.[CH3:25][N:26]([CH2:27][CH2:28][CH2:29][NH2:30])[CH3:31].[CH:16]([N:17]([CH2:18][CH3:19])[CH:20]([CH3:21])[CH3:22])([CH3:23])[CH3:24].[Cl:33][CH2:34][Cl:35].[ClH:32]>>[CH3:1][c:2]1[c:3]([S:12](=[O:13])(=[O:14])[NH:30][CH2:29][CH2:28][CH2:27][N:26]([CH3:25])[CH3:31])[s:4][c:5]2[n:6][cH:7][nH:8][c:9](=[O:11])[c:10]12.